From a dataset of the Open Reaction Database (ORD), a public repository of structured organic reaction records. describe an organic reaction: reactants, conditions, products, and yield Yields the product O=C(Cn1cnc2ccccc21)NCc1ccc(Cl)cc1. RXN SMILES: [C:8](=[O:9])([OH:10])[CH2:11][n:12]1[cH:13][nH+:14][c:15]2[c:16]1[cH:17][cH:18][cH:19][cH:20]2.[Cl:21][c:22]1[cH:23][cH:24][c:25]([CH2:26][NH2:27])[cH:28][cH:29]1.[F:1][C:2]([F:3])([F:4])[C:5]([O-:6])=[O:7]>>[C:8](=[O:10])([CH2:11][n:12]1[cH:13][n:14][c:15]2[c:16]1[cH:17][cH:18][cH:19][cH:20]2)[NH:27][CH2:26][c:25]1[cH:24][cH:23][c:22]([Cl:21])[cH:29][cH:28]1. Starting materials: O=C(O)Cn1c[nH+]c2ccccc21, NCc1ccc(Cl)cc1, O=C([O-])C(F)(F)F. The reactants are S(O)(O)(=O)=O (sulfuric acid), O.O=C(O)CN(C)C(N)=N (creatine monohydrate), creatine acid sulfate salt, S(O)(O)(=O)=O (sulfuric acid). The product is O=C(O)CN(C)C(N)=N (creatine), S(O)(O)(=O)=O (sulfuric acid). Reaction SMILES: [S:1](=[O:5])(=[O:4])([OH:3])[OH:2].O.[O:7]=[C:8]([CH2:10][N:11]([C:13](=[NH:15])[NH2:14])[CH3:12])[OH:9]>>[O:7]=[C:8]([CH2:10][N:11]([C:13](=[NH:14])[NH2:15])[CH3:12])[OH:9].[S:1](=[O:3])(=[O:2])([OH:5])[OH:4] |f:1.2|. Procedure: In the preparation of the creatine acid sulfate salt, the concentration of the sulfuric acid solution is first determined, which is preferably between 31% and 35% sulfuric acid. Then the amount of creatine monohydrate is calculated to provide a molar ratio of creatine to sulfuric acid to be about 2.0:1.0. The amount of creatine monohydrate is then determined from the calculated amount of the anhydrous creatine. Creatine monohydrate is generally preferred since anhydrous creatine can be more easi... Starting materials: C(C1=CC=CC=C1)Br (Benzyl bromide), NH4 Cl, CC(C)([O-])C.[K+] (potassium t-butoxide), C1(CC=CCC1)CO ((±)-3 cyclohexene-1-methanol), resultant mixture. Solvent: C1CCOC1 (THF). Run at time 16 hour. Yields the product C(C1=CC=CC=C1)OCC1C=CCCC1 ((±)-3-(benzyloxy)methyl-1-cyclohexene). Isolated yield 208.3%. Reaction SMILES: CC(C)([O-])C.[K+].[CH:7]1([CH2:13][OH:14])[CH2:12][CH2:11][CH:10]=[CH:9][CH2:8]1.[CH2:15](Br)[C:16]1[CH:21]=[CH:20][CH:19]=[CH:18][CH:17]=1>C1COCC1>[CH2:13]([O:14][CH2:15][CH:16]1[CH2:21][CH2:20][CH2:19][CH:18]=[CH:17]1)[C:7]1[CH:12]=[CH:11][CH:10]=[CH:9][CH:8]=1 |f:0.1|. Procedure: A solution of potassium t-butoxide (1.0M in THF, 8.27 mL, 8.27 mmol) was added dropwise to a solution of (±)-3 cyclohexene-1-methanol (853 mg, 7.60 mmol) in THF (35 mL) at 2520 C. under N2. The resultant mixture was stirred at 25° C. for 30 minutes. Benzyl bromide (1.0 mL, 3.37 mmol) was added dropwise. The reaction mixture was allowed to stir at room temperature for 16 hours and then treated with saturated aqueous NH4 Cl (5 mL) and concentrated. The residue was dissolved in ether (50 inL), wash... Reactants: NC=1C=C(C(=CC1)NCCC)C=1OC2=C(N1)C=C(C=C2)C2=CC1=C(C=C2)OCO1 (2-(3-amino-6-propylaminophenyl)-5-(3,4-methylenedioxyphenyl)benzoxazole), C1=CC2=C(C=C1C(=O)O)C(=O)OC2=O (1,2,4-benzenetricarboxylic anhydride). As a reaction SMILES: [NH2:1][C:2]1[CH:3]=[C:4]([C:12]2[O:13][C:14]3[CH:20]=[CH:19][C:18]([C:21]4[CH:26]=[CH:25][C:24]5[O:27][CH2:28][O:29][C:23]=5[CH:22]=4)=[CH:17][C:15]=3[N:16]=2)[C:5]([NH:8][CH2:9][CH2:10][CH3:11])=[CH:6][CH:7]=1.[CH:30]1[C:35]([C:36]([OH:38])=[O:37])=[CH:34][C:33]2[C:39]([O:41][C:42](=O)[C:32]=2[CH:31]=1)=[O:40]>>[CH2:9]([NH:8][C:5]1[C:4]([C:12]2[O:13][C:14]3[CH:20]=[CH:19][C:18]([C:21]4[CH:26]=[CH:25][C:24]5[O:27][CH2:28][O:29][C:23]=5[CH:22]=4)=[CH:17][C:15]=3[N:16]=2)=[CH:3][C:2]([N:1]2[C:39](=[O:40])[C:33]3[C:32](=[CH:31][CH:30]=[C:35]([C:36]([OH:38])=[O:37])[CH:34]=3)[C:42]2=[O:41])=[CH:7][CH:6]=1)[CH2:10][CH3:11]. Procedure details: Prepared by the method of Example 15f), from 2-(3-amino-6-propylaminophenyl)-5-(3,4-methylenedioxyphenyl)benzoxazole (157 mg, 0.40 mmol) and 1,2,4-benzenetricarboxylic anhydride (76 mg, 0.40 mmol) the title compound was obtained (82 mg, 36%). 1H NMR (DMSO) δ 13.78(s, 1H), 8.49(t, 1H), 8.42(dd, 1H), 8.30(s, 1H), 8.12(d, 1H), 8.07(d, 1H), 8.00(d, 1H), 7.78(d, 1H), 7.64(dd, 1H), 7.47(dd, 1H), 7.35(d, 1H), 7.24(dd, 1H), 7.04(d, 1H), 7.01(d, 1H), 6.08(s, 2H), 3.35(m, 2H), 1.76(m, 2H), 1.07(t, 3H). MS... The product is C(CC)NC1=CC=C(C=C1C=1OC2=C(N1)C=C(C=C2)C2=CC1=C(C=C2)OCO1)N1C(C2=CC=C(C=C2C1=O)C(=O)O)=O (2-[4-Propylamino-5-[5-(3,4-methylenedioxyphenyl)benzoxazol-2-yl]phenyl]-1,3-dioxo-2,3-dihydro-1H-isoindole-5-carboxylic acid). The reactants are N1C(C2(C3=CC=CC=C13)COC1=CC3=C(OCCO3)C=C12)=O (2,3-dihydrospiro[furo[2,3-g][1,4]benzodioxine-8,3′-indol]-2′(1′H)-one), BrCCCCC (1-bromopentane), N1C([C@]2(C3=CC=CC=C13)COC1=CC3=C(OCCO3)C=C12)=O ((S)-2,3-dihydrospiro[furo[2,3-g][1,4]benzodioxine-8,3′-indol]-2′(1′H)-one), CC1=CC=C(C=C1)S(=O)(=O)OCCC1CC1 (2-cyclopropylethyl 4-methylbenzenesulfonate). The product is C1(CC1)CCN1C(C2(C3=CC=CC=C13)COC1=CC3=C(OCOC3)C=C12)=O (1′-(2-cyclopropylethyl)-2,3-dihydrospiro[furo[2,3-g][1,3]benzodioxine-8,3′-indol]-2′(1′H)-one). As a reaction SMILES: [NH:1]1[C:9]2[C:4](=[CH:5][CH:6]=[CH:7][CH:8]=2)[C:3]2([C:21]3[C:12](=[CH:13][C:14]4OC[CH2:17][O:16][C:15]=4[CH:20]=3)[O:11][CH2:10]2)[C:2]1=[O:22].N1C2C(=CC=CC=2)[C@@:25]2([C:43]3[C:34](=CC4OCCO[C:37]=4[CH:42]=3)OC2)C1=O.CC1C=CC(S([O:55][CH2:56]CC2CC2)(=O)=O)=CC=1.BrCCCCC>>[CH:43]1([CH2:42][CH2:37][N:1]2[C:9]3[C:4](=[CH:5][CH:6]=[CH:7][CH:8]=3)[C:3]3([C:21]4[C:12](=[CH:13][C:14]5[CH2:56][O:55][CH2:17][O:16][C:15]=5[CH:20]=4)[O:11][CH2:10]3)[C:2]2=[O:22])[CH2:34][CH2:25]1. Reported procedure: Following the procedure as described in EXAMPLE 7.3 and making non-critical variations using 2,3-dihydrospiro[furo[2,3-g][1,4]benzodioxine-8,3′-indol]-2′(1′H)-one to replace (S)-2,3-dihydrospiro[furo[2,3-g][1,4]benzodioxine-8,3′-indol]-2′(1′H)-one, and 2-cyclopropylethyl 4-methylbenzenesulfonate to replace 1-bromopentane, 1′-(2-cyclopropylethyl)-2,3-dihydrospiro[furo[2,3-g][1,3]benzodioxine-8,3′-indol]-2′(1′H)-one was obtained (59%) as a colorless solid: 1H NMR (300 MHz, CDCl3) δ 7.12 (d, J=7.4 ... The reactants are OC(CCC(=O)[O-])C1=C(C=CC=C1)C.[Na+] (sodium (RS)-4-hydroxy-4-(2-methylphenyl)butanoate), [H-].[Na+] (sodium hydride), C(#N)C1=C(C=C(OCC2=C(C=CC=C2)CCC(=O)OC(C)(C)C)C=C1)F (tert-Butyl 3-[(4-cyano-3-fluoro-phenoxymethyl)phenyl]propionate). The solvent is O1CCCC1 (tetrahydrofuran). Conditions: temperature 60 celsius, time 15 minute. Yields the product C(=O)(O)CCC=1C=C(COC=2C=CC(=C(OC(CCC(=O)O)C3=C(C=CC=C3)C)C2)C#N)C=CC1 ((RS)-4-{5-[3-(2-carboxyethyl)benzyloxy]-2-cyano-phenoxy}-4-(2-methylphenyl)butanoic acid). Isolated yield 60.9%. Reaction SMILES: [OH:1][CH:2]([C:8]1[CH:13]=[CH:12][CH:11]=[CH:10][C:9]=1[CH3:14])[CH2:3][CH2:4][C:5]([O-:7])=[O:6].[Na+].[H-].[Na+].[C:18]([C:20]1[CH:42]=[CH:41][C:23]([O:24][CH2:25][C:26]2[CH:31]=[CH:30][CH:29]=[CH:28][C:27]=2CCC(OC(C)(C)C)=O)=[CH:22][C:21]=1F)#[N:19]>O1CCCC1>[C:5]([CH2:4][CH2:3][C:30]1[CH:31]=[C:26]([CH:27]=[CH:28][CH:29]=1)[CH2:25][O:24][C:23]1[CH:41]=[CH:42][C:20]([C:18]#[N:19])=[C:21]([CH:22]=1)[O:1][CH:2]([C:8]1[CH:13]=[CH:12][CH:11]=[CH:10][C:9]=1[CH3:14])[CH2:3][CH2:4][C:5]([OH:7])=[O:6])([OH:7])=[O:6] |f:0.1,2.3|. Procedure details: A solution of dry sodium (RS)-4-hydroxy-4-(2-methylphenyl)butanoate (0.18 g) in dry tetrahydrofuran (50 mL) is treated with sodium hydride and stirred at 60° C. for 15 minutes. tert-Butyl 3-[(4-cyano-3-fluoro-phenoxymethyl)phenyl]propionate (0.2 g) is added and the mixture heated at reflux for 4 hours. After standing at room temperature for 18 hours the reaction mixture is filtered. Ethyl acetate (50 mL) and 1 N hydrochloric acid (50 mL) are added to the filtrate and the organic phase is separat... The reactants are FC(S(=O)(=O)OS(=O)(=O)C(F)(F)F)(F)F (trifluoromethanesulphonic acid anhydride), N1=C(C=CC=C1C)C (2,6-lutidine), C(C)OP(OCC)(=O)CCO (diethyl-(hydroxyethyl)-phosphonate). Run in ClCCl (dichloromethane), ClCCl (dichloromethane), C(C)OCC (diethyl ether). Conditions: temperature -50 celsius, time 1.5 hour. Product: FC(S(=O)(=O)OCP(=O)(OCC)OCC)(F)F (Diethoxy-phosphorylmethyl trifluoro-methanesulphonate). As a reaction SMILES: [CH2:1]([O:3][P:4]([CH2:9]CO)(=[O:8])[O:5][CH2:6][CH3:7])[CH3:2].N1C(C)=CC=CC=1C.[F:20][C:21]([F:34])([F:33])[S:22]([O:25]S(C(F)(F)F)(=O)=O)(=[O:24])=[O:23]>ClCCl.C(OCC)C>[F:20][C:21]([F:34])([F:33])[S:22]([O:25][CH2:9][P:4]([O:3][CH2:1][CH3:2])([O:5][CH2:6][CH3:7])=[O:8])(=[O:24])=[O:23]. Procedure: 5.01 ml diethyl-(hydroxyethyl)-phosphonate are dissolved in 50 ml dichloromethane, combined with 4.42 ml of 2,6-lutidine and cooled to −50° C. Then a solution of 6 ml trifluoromethanesulphonic acid anhydride in 10 ml dichloromethane is slowly added dropwise. Within 1.5 hours the mixture is allowed to come up to 0° C. and then diluted with 300 ml cold diethyl ether. Any solids precipitated are filtered off and the filtrate is washed twice with ice water, once with 1 N hydrochloric acid and once w...